This data is from the Open Reaction Database (ORD), a public repository of structured organic reaction records. The task is: describe an organic reaction: reactants, conditions, products, and yield Starting materials: Cl.Cl.N1(C=NC=C1)CCCCN (1H-imidazole-1-butanamine dihydrochloride), O1C(=CC=C1)C(=O)Cl (furoyl chloride). Yields the product N1(C=NC=C1)CCCCNC(=O)C=1OC=CC1 (N-[4-(1H-Imidazol-1-yl)butyl]-2-furanecarboxamide). As a reaction SMILES: Cl.Cl.[N:3]1([CH2:8][CH2:9][CH2:10][CH2:11][NH2:12])[CH:7]=[CH:6][N:5]=[CH:4]1.[O:13]1[CH:17]=[CH:16][CH:15]=[C:14]1[C:18](Cl)=[O:19]>>[N:3]1([CH2:8][CH2:9][CH2:10][CH2:11][NH:12][C:18]([C:14]2[O:13][CH:17]=[CH:16][CH:15]=2)=[O:19])[CH:7]=[CH:6][N:5]=[CH:4]1 |f:0.1.2|. Procedure: A portion of 1H-imidazole-1-butanamine dihydrochloride was then reacted with furoyl chloride as described in Example 1, giving the desired product, m.p. 88°-90° C. Run at time 2 minute. Solvent: C(C)#N (acetonitrile), O (water), C(C)(C)(C)O (tert-butanol). The yield is 22.0%. Starting materials: ClC1=C(C=C2C(=CNC2=C1)C=O)C1=CC=C(C=C1)OCCN1CCOCC1 (6-chloro-5-{4-[2-(morpholin-4-yl)ethoxy]phenyl}-1H-indole-3-carbaldehyde), CC(C)=CC (2-methyl-2-butene), Cl(=O)[O-].[Na+] (sodium chlorite), OP(=O)(O)[O-].[Na+] (sodium phosphate monobasic). Procedure details: To a solution of 6-chloro-5-{4-[2-(morpholin-4-yl)ethoxy]phenyl}-1H-indole-3-carbaldehyde (130 mg, 0.34 mmol) in acetonitrile (4 mL) was added tert-butanol (4 mL), water (4 mL) and 2-methyl-2-butene (2.76 mL). After stirred for 2 min, sodium chlorite (680 mg, 10.15 mmol) and sodium phosphate monobasic (1.59 mg, 10.19 mmol) were added to the reaction mixture. The mixture was stirred at room temperature for 16 hours. The reaction was quenched with sodium sulfite and the mixture was concentrated in... RXN SMILES: [Cl:1][C:2]1[CH:10]=[C:9]2[C:5]([C:6]([CH:11]=[O:12])=[CH:7][NH:8]2)=[CH:4][C:3]=1[C:13]1[CH:18]=[CH:17][C:16]([O:19][CH2:20][CH2:21][N:22]2[CH2:27][CH2:26][O:25][CH2:24][CH2:23]2)=[CH:15][CH:14]=1.CC(=CC)C.Cl([O-])=[O:34].[Na+].OP([O-])(O)=O.[Na+]>C(#N)C.O.C(O)(C)(C)C>[Cl:1][C:2]1[CH:10]=[C:9]2[C:5]([C:6]([C:11]([OH:34])=[O:12])=[CH:7][NH:8]2)=[CH:4][C:3]=1[C:13]1[CH:14]=[CH:15][C:16]([O:19][CH2:20][CH2:21][N:22]2[CH2:23][CH2:24][O:25][CH2:26][CH2:27]2)=[CH:17][CH:18]=1 |f:2.3,4.5|. Product: ClC1=C(C=C2C(=CNC2=C1)C(=O)O)C1=CC=C(C=C1)OCCN1CCOCC1 (6-chloro-5-{4-[2-(morpholin-4-yl)ethoxy]phenyl}-1H-indole-3-carboxylic acid). Starting materials: CCOC(=O)CP(=O)(OCC)OCC, CC(=O)c1ccc(CCNC=O)cc1, [H-], [Na+]. The product is CCOC(=O)C=C(C)c1ccc(CCNC=O)cc1. RXN SMILES: [CH3:15][CH2:16][O:17][C:18](=[O:19])[CH2:20][P:21]([O:22][CH2:23][CH3:24])([O:25][CH2:26][CH3:27])=[O:28].[CH:1](=[O:2])[NH:3][CH2:4][CH2:5][c:6]1[cH:7][cH:8][c:9]([C:12]([CH3:13])=[O:14])[cH:10][cH:11]1.[H-:29].[Na+:30]>>[CH:1](=[O:2])[NH:3][CH2:4][CH2:5][c:6]1[cH:7][cH:8][c:9]([C:12]([CH3:13])=[CH:20][C:18]([O:17][CH2:16][CH3:15])=[O:19])[cH:10][cH:11]1.